Task: describe an organic reaction: reactants, conditions, products, and yield. Dataset: the Open Reaction Database (ORD), a public repository of structured organic reaction records The reactants are O=C([O-])[O-], CCCCCCCCO, CS(C)=O, Cl, O=C1c2ccc(F)cc2C(=O)c2cc3ccccc3cc21, [K+], [K+]. Yields the product CCCCCCCCOc1ccc2c(c1)C(=O)c1cc3ccccc3cc1C2=O. RXN SMILES: [C:31](=[O:32])([O-:33])[O-:34].[CH2:22]([CH2:23][CH2:24][CH2:25][CH2:26][CH2:27][CH2:28][CH3:29])[OH:30].[CH3:38][S:39](=[O:40])[CH3:41].[ClH:37].[F:1][c:2]1[cH:3][c:4]2[c:17]([cH:18][cH:19]1)[C:16](=[O:20])[c:15]1[c:6]([cH:7][c:8]3[cH:9][cH:10][cH:11][cH:12][c:13]3[cH:14]1)[C:5]2=[O:21].[K+:35].[K+:36]>>[c:2]1([O:30][CH2:22][CH2:23][CH2:24][CH2:25][CH2:26][CH2:27][CH2:28][CH3:29])[cH:3][c:4]2[c:17]([cH:18][cH:19]1)[C:16](=[O:20])[c:15]1[c:6]([cH:7][c:8]3[cH:9][cH:10][cH:11][cH:12][c:13]3[cH:14]1)[C:5]2=[O:21]. Yields the product Cl.C(C1=CC=CC=C1)N1CN(C2(C1=O)CCN(CC2)C2CC1=C(C=CC(=C1CC2)Cl)Cl)C2=CC=CC=C2 (3-Benzyl-8-(5,8-dichloro-1,2,3,4-tetrahydro-2-naphthyl)-1-phenyl-1,3,8-triaza-spiro[4.5]decan-4-one hydrochloride). Starting materials: ClC1=C2CCC(CC2=C(C=C1)Cl)N1CCC2(C(NCN2C2=CC=CC=C2)=O)CC1 (8-(5,8-dichloro-1,2,3,4-tetrahydro-2-naphthyl)-1-phenyl-1,3,8-triaza-spiro[4.5]decan-4-one), C(C1=CC=CC=C1)Br (benzyl bromide). Reaction SMILES: [Cl:1][C:2]1[CH:11]=[CH:10][C:9]([Cl:12])=[C:8]2[C:3]=1[CH2:4][CH2:5][CH:6]([N:13]1[CH2:29][CH2:28][C:16]3([N:20]([C:21]4[CH:26]=[CH:25][CH:24]=[CH:23][CH:22]=4)[CH2:19][NH:18][C:17]3=[O:27])[CH2:15][CH2:14]1)[CH2:7]2.[CH2:30](Br)[C:31]1[CH:36]=[CH:35][CH:34]=[CH:33][CH:32]=1>>[ClH:1].[CH2:30]([N:18]1[C:17](=[O:27])[C:16]2([CH2:28][CH2:29][N:13]([CH:6]3[CH2:5][CH2:4][C:3]4[C:8](=[C:9]([Cl:12])[CH:10]=[CH:11][C:2]=4[Cl:1])[CH2:7]3)[CH2:14][CH2:15]2)[N:20]([C:21]2[CH:26]=[CH:25][CH:24]=[CH:23][CH:22]=2)[CH2:19]1)[C:31]1[CH:36]=[CH:35][CH:34]=[CH:33][CH:32]=1 |f:2.3|. Procedure: The title compound, m.p.>250° C. and MS: m/e=520.3, 522.3 (M+H+) was prepared in accordance with the general method of example 4 from 8-(5,8-dichloro-1,2,3,4-tetrahydro-2-naphthyl)-1-phenyl-1,3,8-triaza-spiro[4.5]decan-4-one and benzyl bromide. The reactants are C(C1=CC=CC=C1)O (Benzyl alcohol), C(C)(=O)O[C@H]1[C@H](OC(C)=O)[C@H](OC(C)=O)[C@H](O1)COC(C)=O (β-D-ribofuranose-1,2,3,5-tetraacetate), C[O-].[Na+] (sodium methoxide), CO (methanol), C(O)([O-])=O.[Na+] (sodium hydrogen carbonate). Reagents/catalysts: [Br-].[Zn+2].[Br-] (zinc bromide). Solvent: C1(=CC=CC=C1)C (toluene). Conditions: time 20 hour. The product is C(C1=CC=CC=C1)O[C@H]1[C@H](O)[C@H](O)[C@H](O1)CO (1-O-benzyl-β-D-ribofuranose). The yield is 93.2%. As a reaction SMILES: [CH2:1]([OH:8])[C:2]1[CH:7]=[CH:6][CH:5]=[CH:4][CH:3]=1.C(O[C@@H:13]1[O:25][C@H:24]([CH2:26][O:27]C(=O)C)[C@@H:19]([O:20]C(=O)C)[C@H:14]1[O:15]C(=O)C)(=O)C.C(=O)([O-])O.[Na+].C[O-].[Na+].CO>C1(C)C=CC=CC=1.[Br-].[Zn+2].[Br-]>[CH2:1]([O:8][C@@H:13]1[O:25][C@H:24]([CH2:26][OH:27])[C@@H:19]([OH:20])[C@H:14]1[OH:15])[C:2]1[CH:7]=[CH:6][CH:5]=[CH:4][CH:3]=1 |f:2.3,4.5,8.9.10|. Reported procedure: Benzyl alcohol (2.07 mL, 20 mmol) was added to a solution of β-D-ribofuranose-1,2,3,5-tetraacetate (3.18 g, 10 mmol) and zinc bromide (2.25 g, 10 mmol) in toluene (31.8 mL), and the mixture was stirred at ambient temperature for 20 hours. To the resulting solution was added aqueous saturated sodium hydrogen carbonate solution (31.8 mL), for layer separation. To the resulting aqueous layer was added toluene (31.8 mL) for extraction. The resulting two organic layers were combined together, washed ... Isolated yield 96.5%. Procedure: To a solution of (RS)-1-(3-methoxy-benzenesulfonyl)-2-oxo-3-phenyl-imidazolidine-4-carboxylic acid methyl ester (0.043 g) in tetrahydrofuran (0.5 ml) and methanol (0.5 ml) was added a 1 M aqueous NaOH solution (0.13 ml) at 0° C. The mixture was stirred at 0° C. for 30 min. 1 M HCl (0.15 ml) was added and the organic solvents were evaporated. The colorless precipitate was collected by filtration, washed with water and dried to give (RS)-1-(3-methoxy-benzenesulfonyl)-2-oxo-3-phenyl-imidazolidine-4... The reactants are COC(=O)C1N(C(N(C1)S(=O)(=O)C1=CC(=CC=C1)OC)=O)C1=CC=CC=C1 ((RS)-1-(3-methoxy-benzenesulfonyl)-2-oxo-3-phenyl-imidazolidine-4-carboxylic acid methyl ester), [OH-].[Na+] (NaOH), Cl (HCl). The solvent is O1CCCC1 (tetrahydrofuran), CO (methanol). Yields the product COC=1C=C(C=CC1)S(=O)(=O)N1C(N(C(C1)C(=O)O)C1=CC=CC=C1)=O ((RS)-1-(3-methoxy-benzenesulfonyl)-2-oxo-3-phenyl-imidazolidine-4-carboxylic acid). Run at temperature 0 celsius, time 30 minute. RXN SMILES: C[O:2][C:3]([CH:5]1[CH2:9][N:8]([S:10]([C:13]2[CH:18]=[CH:17][CH:16]=[C:15]([O:19][CH3:20])[CH:14]=2)(=[O:12])=[O:11])[C:7](=[O:21])[N:6]1[C:22]1[CH:27]=[CH:26][CH:25]=[CH:24][CH:23]=1)=[O:4].[OH-].[Na+].Cl>O1CCCC1.CO>[CH3:20][O:19][C:15]1[CH:14]=[C:13]([S:10]([N:8]2[CH2:9][CH:5]([C:3]([OH:4])=[O:2])[N:6]([C:22]3[CH:27]=[CH:26][CH:25]=[CH:24][CH:23]=3)[C:7]2=[O:21])(=[O:11])=[O:12])[CH:18]=[CH:17][CH:16]=1 |f:1.2|. Starting materials: C(=O)(O)[O-].[Na+] (NaHCO3), NC1=CC(=C(C=C1)NC(C1=C(C=C(C=C1)OCC1=CC=CC=C1)OCC1=CC=CC=C1)=O)O (N-(4-Amino-2-hydroxy-phenyl)-2,4-bis-benzyloxy-benzamide), N1=C(Cl)N=C(Cl)N=C1Cl (Cyanuric chloride). Solvent: C1CCOC1 (THF), C1CCOC1 (THF). Run at time 30 minute. Yields the product C(C1=CC=CC=C1)OC1=C(C(=O)NC2=C(C=C(C=C2)NC2=NC(=NC(=N2)Cl)Cl)O)C=CC(=C1)OCC1=CC=CC=C1 (2,4-Bis-benzyloxy-N-[4-(4,6-dichloro-[1,3,5]triazin-2-ylamino)-2-hydroxy-phenyl]-benzamide). As a reaction SMILES: C([O-])(O)=O.[Na+].[NH2:6][C:7]1[CH:12]=[CH:11][C:10]([NH:13][C:14](=[O:37])[C:15]2[CH:20]=[CH:19][C:18]([O:21][CH2:22][C:23]3[CH:28]=[CH:27][CH:26]=[CH:25][CH:24]=3)=[CH:17][C:16]=2[O:29][CH2:30][C:31]2[CH:36]=[CH:35][CH:34]=[CH:33][CH:32]=2)=[C:9]([OH:38])[CH:8]=1.[N:39]1[C:46]([Cl:47])=[N:45][C:43](Cl)=[N:42][C:40]=1[Cl:41]>C1COCC1>[CH2:30]([O:29][C:16]1[CH:17]=[C:18]([O:21][CH2:22][C:23]2[CH:28]=[CH:27][CH:26]=[CH:25][CH:24]=2)[CH:19]=[CH:20][C:15]=1[C:14]([NH:13][C:10]1[CH:11]=[CH:12][C:7]([NH:6][C:43]2[N:45]=[C:46]([Cl:47])[N:39]=[C:40]([Cl:41])[N:42]=2)=[CH:8][C:9]=1[OH:38])=[O:37])[C:31]1[CH:36]=[CH:35][CH:34]=[CH:33][CH:32]=1 |f:0.1|. Procedure: NaHCO3 (300 mg, 3.58 mmol) was added to a solution of compound 40 (263.8 mg, 598 μmol) in THF (5 mL). Cyanuric chloride (110 mg, 598 μmol) in THF (3 mL) was added to the reaction mixture in an ice water bath. The reaction mixture was stirred from 0° C. to room temperature for 30 minutes. The reaction progress was monitored by TLC and LC-MS. The reaction mixture was directly used in the next step. LC-MS (ESI): m/e=588.2 [M+H]+ Reactants: ClC=1C=C(C=O)C=CC1 (m-chlorobenzaldehyde), C(CC(=O)C)(=O)OCCN1CCN(CC1)C1=CC=C(C=C1)F (2-[4-(4-fluorophenyl)-1-piperazinyl]ethyl acetoacetate), N\C(=C/C(=O)OC)\C (methyl 3-aminocrotonate). The solvent is C(C)(C)O (isopropyl alcohol). Product: ClC=1C=C(C=CC1)C1C(=C(NC(=C1C(=O)OC)C)C)C(=O)OCCN1CCN(CC1)C1=CC=C(C=C1)F (2-[4-(4-fluorophenyl)-1-piperazinyl]ethyl methyl 4-(3-chlorophenyl)-2,6-dimethyl-1,4-dihydropyridine-3,5-dicarboxylate). The yield is 34.1%. RXN SMILES: [Cl:1][C:2]1[CH:3]=[C:4]([CH:7]=[CH:8][CH:9]=1)[CH:5]=O.[C:10]([O:16][CH2:17][CH2:18][N:19]1[CH2:24][CH2:23][N:22]([C:25]2[CH:30]=[CH:29][C:28]([F:31])=[CH:27][CH:26]=2)[CH2:21][CH2:20]1)(=[O:15])[CH2:11][C:12]([CH3:14])=O.[NH2:32]/[C:33](/[CH3:39])=[CH:34]\[C:35]([O:37][CH3:38])=[O:36]>C(O)(C)C>[Cl:1][C:2]1[CH:3]=[C:4]([CH:5]2[C:34]([C:35]([O:37][CH3:38])=[O:36])=[C:33]([CH3:39])[NH:32][C:12]([CH3:14])=[C:11]2[C:10]([O:16][CH2:17][CH2:18][N:19]2[CH2:24][CH2:23][N:22]([C:25]3[CH:30]=[CH:29][C:28]([F:31])=[CH:27][CH:26]=3)[CH2:21][CH2:20]2)=[O:15])[CH:7]=[CH:8][CH:9]=1. Reported procedure: A mixture of m-chlorobenzaldehyde, 2-[4-(4-fluorophenyl)-1-piperazinyl]ethyl acetoacetate and methyl 3-aminocrotonate was worked up in isopropyl alcohol in the same manner as Example 1 to give 2-[4-(4-fluorophenyl)-1-piperazinyl]ethyl methyl 4-(3-chlorophenyl)-2,6-dimethyl-1,4-dihydropyridine-3,5-dicarboxylate as a light yellow powder, m.p. 44°-49° C. (sintering). Yield 34.1%. IR(Nujol)cm-1 : 3430, 1700, 1685. NMR(CDCl3) δ: 2.30(3H,s, ##STR58## 2.34(3H,s, ##STR59## 3.63(3H,s,--COOCH3), 4.18(2H,t... Reactants: FC1=C(C#N)C=CC(=C1)N (2-Fluoro-4-aminobenzonitrile), C(F)(F)(F)S(=O)(=O)[O-].C(F)(F)(F)S(=O)(=O)[O-].C(F)(F)(F)S(=O)(=O)[O-].[Yb+3] (Yb(OTf)3), C[Si](C)(C)C#N (trimethylsilyl cyanide), FC1=C(C=O)C=C(C=C1O[Si](C(C)C)(C(C)C)C(C)C)OC (2-fluoro-5-methoxy-3-triisopropylsilanyloxybenzaldehyde). The solvent is C1CCOC1 (THF). Reaction conditions: time 2 hour. The product is C(#N)C(C1=C(C(=CC(=C1)OC)O[Si](C(C)C)(C(C)C)C(C)C)F)NC1=CC(=C(C#N)C=C1)F (4-{[cyano-(2-fluoro-5-methoxy-3-triisopropylsilanyloxyphenyl)methyl]amino}-2-fluorobenzonitrile). RXN SMILES: [F:1][C:2]1[CH:9]=[C:8]([NH2:10])[CH:7]=[CH:6][C:3]=1[C:4]#[N:5].C(S([O-])(=O)=O)(F)(F)F.C(S([O-])(=O)=O)(F)(F)F.C(S([O-])(=O)=O)(F)(F)F.[Yb+3].[F:36][C:37]1[C:44]([O:45][Si:46]([CH:53]([CH3:55])[CH3:54])([CH:50]([CH3:52])[CH3:51])[CH:47]([CH3:49])[CH3:48])=[CH:43][C:42]([O:56][CH3:57])=[CH:41][C:38]=1[CH:39]=O.C[Si]([C:62]#[N:63])(C)C>C1COCC1>[C:62]([CH:39]([NH:10][C:8]1[CH:7]=[CH:6][C:3]([C:4]#[N:5])=[C:2]([F:1])[CH:9]=1)[C:38]1[CH:41]=[C:42]([O:56][CH3:57])[CH:43]=[C:44]([O:45][Si:46]([CH:47]([CH3:48])[CH3:49])([CH:53]([CH3:54])[CH3:55])[CH:50]([CH3:51])[CH3:52])[C:37]=1[F:36])#[N:63] |f:1.2.3.4|. Procedure details: 2-Fluoro-4-aminobenzonitrile [CAS No. 53312-80-4] (1.02 g), MS3A (7 g), and Yb(OTf)3 (465 mg) were added to 30 ml of a THF solution containing 2.45 g of 2-fluoro-5-methoxy-3-triisopropylsilanyloxybenzaldehyde (Example (3b)) under a nitrogen atmosphere. The resulting mixture was stirred at room temperature for 2 hours, and then 1.1 ml of trimethylsilyl cyanide was added thereto. The mixture was stirred at room temperature for 3 days. The reaction mixture was filtered, and the filtrate was concent... Starting materials: Cc1cc(CC(=O)O)on1, Cl, Cl, Cl, NC1CCC(CCN2CCN(c3nccc4c3OCC4)CC2)CC1. Yields the product Cc1cc(CC(=O)NC2CCC(CCN3CCN(c4nccc5c4OCC5)CC3)CC2)on1. As a reaction SMILES: [CH3:28][c:29]1[n:30][o:31][c:32]([CH2:34][C:35](=[O:36])[OH:37])[cH:33]1.[ClH:1].[ClH:2].[ClH:3].[O:4]1[CH2:5][CH2:6][c:7]2[c:8]1[c:9]([N:13]1[CH2:14][CH2:15][N:16]([CH2:19][CH2:20][CH:21]3[CH2:22][CH2:23][CH:24]([NH2:27])[CH2:25][CH2:26]3)[CH2:17][CH2:18]1)[n:10][cH:11][cH:12]2>>[O:4]1[CH2:5][CH2:6][c:7]2[c:8]1[c:9]([N:13]1[CH2:14][CH2:15][N:16]([CH2:19][CH2:20][CH:21]3[CH2:22][CH2:23][CH:24]([NH:27][C:35]([CH2:34][c:32]4[o:31][n:30][c:29]([CH3:28])[cH:33]4)=[O:36])[CH2:25][CH2:26]3)[CH2:17][CH2:18]1)[n:10][cH:11][cH:12]2.